Dataset: the Open Reaction Database (ORD), a public repository of structured organic reaction records. Task: describe an organic reaction: reactants, conditions, products, and yield The reactants are [C@@H]1(C[C@H](O)[C@@H](CO)O1)N1C(=O)NC(=O)C(C)=C1 (thymidine), CCN=C=NCCCN(C)C (EDAC), CCN=C=NCCCN(C)C (EDAC), [C@@H]1(C[C@H](O)[C@@H](CO)O1)N1C(=O)NC(=O)C(C)=C1 (thymidine). Product: [C@@H]1(C[C@H](O)[C@@H](CO)O1)N1C(=O)NC(=O)C(C)=C1.CCN=C=NCCCN(C)C (thymidine EDAC). As a reaction SMILES: [C@@H:1]1([N:9]2[CH:17]=[C:15]([CH3:16])[C:13](=[O:14])[NH:12][C:10]2=[O:11])[O:8][C@H:5]([CH2:6][OH:7])[C@@H:3]([OH:4])[CH2:2]1.[CH3:18][CH2:19][N:20]=[C:21]=[N:22][CH2:23][CH2:24][CH2:25][N:26]([CH3:28])[CH3:27]>>[C@@H:1]1([N:9]2[CH:17]=[C:15]([CH3:16])[C:13](=[O:14])[NH:12][C:10]2=[O:11])[O:8][C@H:5]([CH2:6][OH:7])[C@@H:3]([OH:4])[CH2:2]1.[CH3:18][CH2:19][N:20]=[C:21]=[N:22][CH2:23][CH2:24][CH2:25][N:26]([CH3:28])[CH3:27] |f:2.3|. Procedure details: Synthesis and purification of YEE(ah-GalNAc)3 (5) (15a) and Um pT7 (6) (17) was carried according to established procedures. In order to form a covalent link between 5 and 6, the 5' end of 6 was modified using the method of Orgel (18). This introduced a disulfide into the oligo-MP, which in turn could be reduced with DTT to give a 5'-thiol. The neoglycopeptide 5 was modified in a complementary fashion using the heterobifunctional cross-linking reagent, SMCC, capable of combining with the N-termi... Reactants: S(=S)(=O)([O-])[O-].[Na+].[Na+] (sodium thiosulfate), solution, C(C)(=O)OCC=1N=C(SC1)C1=CC(=CC=C1)C(F)(F)F ({2-[3-(trifluoromethyl)phenyl]-1,3-thiazol-4-yl}methyl acetate), BrBr (bromine). Solvent: C(C)(=O)O (acetic acid), C(C)(=O)O (acetic acid). Run at temperature 5 celsius, time 8 hour. The product is C(C)(=O)OCC=1N=C(SC1Br)C1=CC(=CC=C1)C(F)(F)F ({5-bromo-2-[3-(trifluoromethyl)phenyl]-1,3-thiazol-4-yl}methyl acetate). Isolated yield 50.1%. RXN SMILES: [C:1]([O:4][CH2:5][C:6]1[N:7]=[C:8]([C:11]2[CH:16]=[CH:15][CH:14]=[C:13]([C:17]([F:20])([F:19])[F:18])[CH:12]=2)[S:9][CH:10]=1)(=[O:3])[CH3:2].[Br:21]Br.S([O-])([O-])(=O)=S.[Na+].[Na+]>C(O)(=O)C>[C:1]([O:4][CH2:5][C:6]1[N:7]=[C:8]([C:11]2[CH:16]=[CH:15][CH:14]=[C:13]([C:17]([F:18])([F:19])[F:20])[CH:12]=2)[S:9][C:10]=1[Br:21])(=[O:3])[CH3:2] |f:2.3.4|. Procedure: Under a nitrogen atmosphere at 0° C., to a solution (10 mL) of the crude compound (21 mmol) obtained in Example 64c in acetic acid was slowly added dropwise a solution (10 mL) of bromine (2.5 g, 31 mmol) in acetic acid, and the mixture was stirred at 0-10° C. overnight. An aqueous sodium thiosulfate solution was added to the reaction mixture, and the mixture was extracted with ethyl acetate. The obtained organic layer was washed with saturated brine, and dried over anhydrous sodium sulfate. The ...